Dataset: the Open Reaction Database (ORD), a public repository of structured organic reaction records. Task: describe an organic reaction: reactants, conditions, products, and yield The reactants are COc1ccc(P2(=S)SP(=S)(c3ccc(OC)cc3)S2)cc1, Cc1ccccc1, CC1(C)Oc2cc(Cl)c(O)cc2C1=O. Yields the product CC1(C)Oc2cc(Cl)c(O)cc2C1=S. RXN SMILES: [CH3:15][O:16][c:17]1[cH:18][cH:19][c:20]([P:21]2(=[S:24])[S:22][P:23]([c:25]3[cH:26][cH:27][c:28]([O:29][CH3:30])[cH:31][cH:32]3)(=[S:33])[S:34]2)[cH:35][cH:36]1.[CH3:37][c:38]1[cH:39][cH:40][cH:41][cH:42][cH:43]1.[Cl:1][c:2]1[cH:3][c:4]2[c:5]([cH:12][c:13]1[OH:14])[C:6](=[O:11])[C:7]([CH3:9])([CH3:10])[O:8]2>>[Cl:1][c:2]1[cH:3][c:4]2[c:5]([cH:12][c:13]1[OH:14])[C:6](=[S:24])[C:7]([CH3:9])([CH3:10])[O:8]2. Procedure: 1,1-dimethylethyl 4-[5-(2-chloro-4-pyrimidinyl)-4-(3-{[(2,6-difluorophenyl)sulfonyl]amino}-2-fluorophenyl)-1,3-thiazol-2-yl]-4-methyl-1-piperidinecarboxylate (150 mg, 0.221 mmol) was dissolved into 1,4-dioxane (3 mL) and the solution was degassed for 10 min. PdCl2(dppf)-CH2Cl2 adduct (9.00 mg, 0.011 mmol) and dimethylzinc (0.221 mL, 0.441 mmol) were then added. The reaction mixture was stirred at 80° C. for 1 h. The reaction mixture was quenched with methanol (3 mL) and water (10 mL) and extract... The product is FC1=C(C(=CC=C1)F)S(=O)(=O)NC=1C(=C(C=CC1)C=1N=C(SC1C1=NC(=NC=C1)C)C1(CCN(CC1)C(=O)OC(C)(C)C)C)F (1,1-dimethylethyl 4-[4-(3-{[(2,6-difluorophenyl)sulfonyl]amino}-2-fluorophenyl)-5-(2-methyl-4-pyrimidinyl)-1,3-thiazol-2-yl]-4-methyl-1-piperidinecarboxylate). The reactants are C[Zn]C (dimethylzinc), ClC1=NC=CC(=N1)C1=C(N=C(S1)C1(CCN(CC1)C(=O)OC(C)(C)C)C)C1=C(C(=CC=C1)NS(=O)(=O)C1=C(C=CC=C1F)F)F (1,1-dimethylethyl 4-[5-(2-chloro-4-pyrimidinyl)-4-(3-{[(2,6-difluorophenyl)sulfonyl]amino}-2-fluorophenyl)-1,3-thiazol-2-yl]-4-methyl-1-piperidinecarboxylate). Run at temperature 80 celsius, time 1 hour. Run in O1CCOCC1 (1,4-dioxane). Reagents/catalysts: C1=CC=C(C=C1)P([C-]2C=CC=C2)C3=CC=CC=C3.C1=CC=C(C=C1)P([C-]2C=CC=C2)C3=CC=CC=C3.Cl[Pd]Cl.[Fe+2].C(Cl)Cl (PdCl2(dppf) CH2Cl2). Isolated yield 51.4%. RXN SMILES: Cl[C:2]1[N:7]=[C:6]([C:8]2[S:12][C:11]([C:13]3([CH3:26])[CH2:18][CH2:17][N:16]([C:19]([O:21][C:22]([CH3:25])([CH3:24])[CH3:23])=[O:20])[CH2:15][CH2:14]3)=[N:10][C:9]=2[C:27]2[CH:32]=[CH:31][CH:30]=[C:29]([NH:33][S:34]([C:37]3[C:42]([F:43])=[CH:41][CH:40]=[CH:39][C:38]=3[F:44])(=[O:36])=[O:35])[C:28]=2[F:45])[CH:5]=[CH:4][N:3]=1.[CH3:46][Zn]C>C1C=CC(P(C2C=CC=CC=2)[C-]2C=CC=C2)=CC=1.C1C=CC(P(C2C=CC=CC=2)[C-]2C=CC=C2)=CC=1.Cl[Pd]Cl.[Fe+2].C(Cl)Cl.O1CCOCC1>[F:44][C:38]1[CH:39]=[CH:40][CH:41]=[C:42]([F:43])[C:37]=1[S:34]([NH:33][C:29]1[C:28]([F:45])=[C:27]([C:9]2[N:10]=[C:11]([C:13]3([CH3:26])[CH2:18][CH2:17][N:16]([C:19]([O:21][C:22]([CH3:25])([CH3:24])[CH3:23])=[O:20])[CH2:15][CH2:14]3)[S:12][C:8]=2[C:6]2[CH:5]=[CH:4][N:3]=[C:2]([CH3:46])[N:7]=2)[CH:32]=[CH:31][CH:30]=1)(=[O:36])=[O:35] |f:2.3.4.5.6|.